Task: describe an organic reaction: reactants, conditions, products, and yield. Dataset: the Open Reaction Database (ORD), a public repository of structured organic reaction records Reactants: CCCc1nc(C)c(Br)c(=O)n1Cc1ccc(-c2ccccc2C#N)cc1F, O=C([O-])[O-], C1COCCO1, CCOC(C)=O, CC(C)Oc1ccc(B(O)O)cn1, [Cs+], [Cs+]. Product: CCCc1nc(C)c(-c2ccc(OC(C)C)nc2)c(=O)n1Cc1ccc(-c2ccccc2C#N)cc1F. Reaction SMILES: [Br:1][c:2]1[c:3]([CH3:28])[n:4][c:5]([CH2:25][CH2:26][CH3:27])[n:6]([CH2:9][c:10]2[c:11]([F:24])[cH:12][c:13](-[c:16]3[c:17]([C:22]#[N:23])[cH:18][cH:19][cH:20][cH:21]3)[cH:14][cH:15]2)[c:7]1=[O:8].[C:42](=[O:43])([O-:44])[O-:45].[CH2:48]1[O:49][CH2:50][CH2:51][O:52][CH2:53]1.[CH3:54][CH2:55][O:56][C:57](=[O:58])[CH3:59].[CH:29]([CH3:30])([CH3:31])[O:32][c:33]1[cH:34][cH:35][c:36]([B:39]([OH:40])[OH:41])[cH:37][n:38]1.[Cs+:46].[Cs+:47]>>[c:2]1(-[c:36]2[cH:35][cH:34][c:33]([O:32][CH:29]([CH3:30])[CH3:31])[n:38][cH:37]2)[c:3]([CH3:28])[n:4][c:5]([CH2:25][CH2:26][CH3:27])[n:6]([CH2:9][c:10]2[c:11]([F:24])[cH:12][c:13](-[c:16]3[c:17]([C:22]#[N:23])[cH:18][cH:19][cH:20][cH:21]3)[cH:14][cH:15]2)[c:7]1=[O:8]. Starting materials: O, O=[N+]([O-])O, O=C1CCCCc2ccccc21. The product is O=C1CCCCc2ccc([N+](=O)[O-])cc21. RXN SMILES: [OH2:17].[OH:1][N+:2]([O-:3])=[O:4].[cH:5]1[cH:6][cH:7][cH:8][c:9]2[c:10]1[CH2:11][CH2:12][CH2:13][CH2:14][C:15]2=[O:16]>>[O-:1][N+:2](=[O:4])[c:7]1[cH:6][cH:5][c:10]2[c:9]([cH:8]1)[C:15](=[O:16])[CH2:14][CH2:13][CH2:12][CH2:11]2. Reactants: C(#N)C(=CNC(N1C(NC(C1)(C)C)=O)=N)C(N(C1=CC(=CC=C1)C(F)(F)F)CC1CC1)=O (1-cyano-1-[N-cyclopropylmethyl-N-(3-trifluoromethylphenyl)carbamoyl]-2-[imino(4,4-dimethyl-2-oxo-1-imidazolidinyl)methylamino]ethene), C(C(=O)O)(=O)O (oxalic acid), C(C)(=O)O (acetic acid). Reaction conditions: time 2.5 hour. Yields the product CN(C(=O)C=1C(=NC(=NC1)N1C(NC(C1)(CC)CC)=O)N)C1=CC(=CC=C1)C(F)(F)F (4-amino-2-(4,4-diethyl-2-oxo-1-imidazolidinyl)pyrimidine-5-carboxylic acid N-methyl-N-(3-trifluoromethylphenyl)amide). Isolated yield 64.6%. As a reaction SMILES: [C:1]([C:3]([C:16](=[O:32])[N:17]([CH2:28]C1CC1)[C:18]1[CH:23]=[CH:22][CH:21]=[C:20]([C:24]([F:27])([F:26])[F:25])[CH:19]=1)=[CH:4][NH:5][C:6](=[NH:15])[N:7]1[CH2:11][C:10](C)([CH3:12])[NH:9][C:8]1=[O:14])#[N:2].[C:33](O)(=O)[C:34](O)=O.[C:39](O)(=O)C>>[CH3:28][N:17]([C:18]1[CH:23]=[CH:22][CH:21]=[C:20]([C:24]([F:25])([F:26])[F:27])[CH:19]=1)[C:16]([C:3]1[C:1]([NH2:2])=[N:15][C:6]([N:7]2[CH2:11][C:10]([CH2:12][CH3:39])([CH2:33][CH3:34])[NH:9][C:8]2=[O:14])=[N:5][CH:4]=1)=[O:32]. Procedure details: A mixture of 2.80 g (6.41 mmol) of a compound II (R1, R2 =C2H5 ; R3, R5, R6 =H; R4 =CH3), 210 mg of anhydrous oxalic acid and 4.75 ml of glacial acetic acid was stirred at 70° for 2.5 hours, a solution being produced after 20 min. It was then evaporated in vacuo. The residue was taken up in 70 ml of CH2Cl2 and extracted three times in succession with 20 ml of N NaOH each time and then twice with 20 ml of water each time. The CH2Cl2 solution was dried with MgSO4, filtered and evaporated in vacuo.... Reactants: C(#N)C1=NC(=CC(=C1)C)OC1=CC(=CC=C1)C(F)(F)F (2-cyano-4-methyl-6-[3-(trifluoromethyl)phenoxy] pyridine), C(C)(=O)O (acetic acid). Run in Cl (hydrochloric acid). Yields the product CC1=CC(=NC(=C1)OC1=CC(=CC=C1)C(F)(F)F)C(=O)O (4-methyl-6-[3-(trifluoromethyl)-phenoxy] picolinic acid). Reaction SMILES: C(C1[CH:8]=[C:7]([CH3:9])[CH:6]=[C:5]([O:10][C:11]2[CH:16]=[CH:15][CH:14]=[C:13]([C:17]([F:20])([F:19])[F:18])[CH:12]=2)[N:4]=1)#N.[C:21]([OH:24])(=[O:23])[CH3:22]>Cl>[CH3:9][C:7]1[CH:6]=[C:5]([O:10][C:11]2[CH:16]=[CH:15][CH:14]=[C:13]([C:17]([F:18])([F:19])[F:20])[CH:12]=2)[N:4]=[C:22]([C:21]([OH:24])=[O:23])[CH:8]=1. Procedure details: 2-cyano-4-methyl-6-[3-(trifluoromethyl)phenoxy] pyridine (2.055 g, 0.0074 mol) was heated and stirred in 10 ml of concentrated hydrochloric acid and 6 ml of acetic acid at 110° C. for 5 hours. Thereafter, the obtained reaction solution was concentrated under reduced pressure. The obtained residues were mixed with water. The precipitated solids were filtered out, washed with water and then dried, thereby obtaining an aimed product. The reactants are CCN=C=NCCCN(C)C (EDCI), CNC (dimethylamine), C1CCOC1 (THF), IC=1C=C(C(=O)O)C=CC1 (3-iodobenzoic acid). Solvent: O (water). Reaction conditions: time 18 hour. Product: IC=1C=C(C(=O)N(C)C)C=CC1 (3-Iodo-N,N-dimethylbenzamide). Reaction SMILES: C[CH2:2][N:3]=[C:4]=NCCCN(C)C.CNC.C1COCC1.[I:20][C:21]1[CH:22]=[C:23]([CH:27]=[CH:28][CH:29]=1)[C:24](O)=[O:25]>O>[I:20][C:21]1[CH:22]=[C:23]([CH:27]=[CH:28][CH:29]=1)[C:24]([N:3]([CH3:4])[CH3:2])=[O:25]. Procedure: EDCI (1.3 g, 6.6 mmol) was added to a solution of dimethylamine in THF (2 M, 6 mL, 10 mmol) and 3-iodobenzoic acid (1.5 g, 6 mmol). After 18 h stirring the reaction was transferred into water, and then extracted with ethyl acetate. The organic phase was dried over sodium sulfate. The solvent was evaporated to afford the product as a viscous, clear oil. The product was used in the next reaction step without further purification. MS m/z: 276 [M+H]+. Reactants: NNC(=O)c1ccc(Br)cc1, CC(=O)O, O=C1Nc2ccc(I)cc2C1=O. Yields the product O=C1Nc2ccc(I)cc2C1=NNC(=O)c1ccc(Br)cc1. RXN SMILES: [Br:13][c:14]1[cH:15][cH:16][c:17]([C:18](=[O:19])[NH:20][NH2:21])[cH:22][cH:23]1.[CH3:24][C:25](=[O:26])[OH:27].[I:1][c:2]1[cH:3][c:4]2[c:8]([cH:9][cH:10]1)[NH:7][C:6](=[O:11])[C:5]2=[O:12]>>[I:1][c:2]1[cH:3][c:4]2[c:8]([cH:9][cH:10]1)[NH:7][C:6](=[O:11])[C:5]2=[N:21][NH:20][C:18]([c:17]1[cH:16][cH:15][c:14]([Br:13])[cH:23][cH:22]1)=[O:19]. Reactants: NCC(=O)N(C1=C(C=CC=C1)NC(C)=O)CC(=O)OC(C)(C)C (tert-butyl 2-{2-amino-N-[2-(acetylamino)phenyl]acetamido}acetate), CC=1C=C(C=CC1)N=C=O (3-methylphenyl isocyanate). Product: C(C)(=O)NC1=C(C=CC=C1)N(C(CNC(=O)NC1=CC(=CC=C1)C)=O)CC(=O)OC(C)(C)C (tert-butyl 2-{N-[2-(acetylamino)phenyl]-2-[3-(3-methylphenyl)ureido]acetamido}acetate). The yield is 54.2%. As a reaction SMILES: [NH2:1][CH2:2][C:3]([N:5]([CH2:16][C:17]([O:19][C:20]([CH3:23])([CH3:22])[CH3:21])=[O:18])[C:6]1[CH:11]=[CH:10][CH:9]=[CH:8][C:7]=1[NH:12][C:13](=[O:15])[CH3:14])=[O:4].[CH3:24][C:25]1[CH:26]=[C:27]([N:31]=[C:32]=[O:33])[CH:28]=[CH:29][CH:30]=1>>[C:13]([NH:12][C:7]1[CH:8]=[CH:9][CH:10]=[CH:11][C:6]=1[N:5]([CH2:16][C:17]([O:19][C:20]([CH3:23])([CH3:22])[CH3:21])=[O:18])[C:3](=[O:4])[CH2:2][NH:1][C:32]([NH:31][C:27]1[CH:28]=[CH:29][CH:30]=[C:25]([CH3:24])[CH:26]=1)=[O:33])(=[O:15])[CH3:14]. Procedure: Using a procedure similar to that described in Example 1, but starting with tert-butyl 2-{2-amino-N-[2-(acetylamino)phenyl]acetamido}acetate (4.7 g) and 3-methylphenyl isocyanate (2 g), and after recrystallisation in ethyl acetate, tert-butyl 2-{N-[2-(acetylamino)phenyl]-2-[3-(3-methylphenyl)ureido]acetamido}acetate (3.6 g), m.p. 185° C., is obtained. Starting materials: Cl.ClC1=CC=C(C=C1)C1CN(CC2=CC(=C(C=C12)OC)OC)C (rac.-4-(4-chlorophenyl)-1,2,3,4-tetrahydro-6,7-dimethoxy-2-methylisoquinoline hydrochloride), Br (hydrogen bromide). The product is Br.ClC1=CC=C(C=C1)C1CN(CC2=CC(=C(C=C12)O)O)C (rac.-4-(4-chlorophenyl)-1,2,3,4-tetrahydro-2-methyl-6,7-isoquinolinediol hydrobromide). As a reaction SMILES: Cl.[Cl:2][C:3]1[CH:8]=[CH:7][C:6]([CH:9]2[C:18]3[C:13](=[CH:14][C:15]([O:21]C)=[C:16]([O:19]C)[CH:17]=3)[CH2:12][N:11]([CH3:23])[CH2:10]2)=[CH:5][CH:4]=1.[BrH:24]>>[BrH:24].[Cl:2][C:3]1[CH:4]=[CH:5][C:6]([CH:9]2[C:18]3[C:13](=[CH:14][C:15]([OH:21])=[C:16]([OH:19])[CH:17]=3)[CH2:12][N:11]([CH3:23])[CH2:10]2)=[CH:7][CH:8]=1 |f:0.1,3.4|. Procedure details: The free base isolated from 1.80 g. of rac.-4-(4-chlorophenyl)-1,2,3,4-tetrahydro-6,7-dimethoxy-2-methylisoquinoline hydrochloride is stirred for 3 hours with 30 ml. of 48% hydrogen bromide solution at 150° (bath temperature). After concentration and recrystallization from methanol-ether, there is obtained rac.-4-(4-chlorophenyl)-1,2,3,4-tetrahydro-2-methyl-6,7-isoquinolinediol hydrobromide, m.p. 280°-281°. Starting materials: CC1(C)OC2C(CO)OC(n3cnc4c(=O)[nH]c(N)nc43)C2O1, CN(C)C=O, CN(C)C=O, O=S(=O)=O. The product is CC1(C)OC2C(COS(=O)(=O)O)OC(n3cnc4c(=O)[nH]c(N)nc43)C2O1. As a reaction SMILES: [NH2:10][c:11]1[nH:12][c:13](=[O:32])[c:14]2[n:15][cH:16][n:17]([CH:20]3[O:21][CH:22]([CH2:30][OH:31])[CH:23]4[O:24][C:25]([CH3:28])([CH3:29])[O:26][CH:27]34)[c:18]2[n:19]1.[O:33]=[CH:34][N:35]([CH3:36])[CH3:37].[O:5]=[CH:6][N:7]([CH3:8])[CH3:9].[S:1](=[O:2])(=[O:3])=[O:4]>>[S:1](=[O:2])(=[O:3])([OH:4])[O:31][CH2:30][CH:22]1[O:21][CH:20]([n:17]2[cH:16][n:15][c:14]3[c:13](=[O:32])[nH:12][c:11]([NH2:10])[n:19][c:18]32)[CH:27]2[CH:23]1[O:24][C:25]([CH3:28])([CH3:29])[O:26]2. Reactants: [OH-].[Na+] (sodium hydroxide), CC12C(NCCC1)C1=CC=CC=C1C2 ((4aRS,9bRS)-4a-methyl-2,3,4,4a,5,9b-hexahydro-1H-indeno[1,2-b]pyridine), CC(=O)C (acetone), C(C)(=O)O[BH-](OC(C)=O)OC(C)=O.[Na+] (sodium triacetoxyborohydride). The solvent is ClCCCl (1,2-dichloroethane). Conditions: time 3 day. The product is C(C)(C)N1C2C(CCC1)(CC1=CC=CC=C12)C ((4aRS,9bRS)-1-isopropyl-4a-methyl-2,3,4,4a,5,9b-hexahydro-1H-indeno[1,2-b]pyridine). Yield: 80.5%. Reaction SMILES: [CH3:1][C:2]12[CH2:14][C:13]3[C:8](=[CH:9][CH:10]=[CH:11][CH:12]=3)[CH:3]1[NH:4][CH2:5][CH2:6][CH2:7]2.[CH3:15][C:16]([CH3:18])=O.C(O[BH-](OC(=O)C)OC(=O)C)(=O)C.[Na+].[OH-].[Na+]>ClCCCl>[CH:16]([N:4]1[CH2:5][CH2:6][CH2:7][C:2]2([CH3:1])[CH2:14][C:13]3[C:8]([CH:3]12)=[CH:9][CH:10]=[CH:11][CH:12]=3)([CH3:18])[CH3:15] |f:2.3,4.5|. Reported procedure: To a solution of (4aRS,9bRS)-4a-methyl-2,3,4,4a,5,9b-hexahydro-1H-indeno[1,2-b]pyridine (140 mg) and acetone (217 mg) in 1,2-dichloroethane was added sodium triacetoxyborohydride (792 mg), followed by stirring at room temperature for 3 days. A 1 M aqueous sodium hydroxide solution was added thereto, followed by extraction with chloroform, the organic layer was dried over anhydrous magnesium sulfate, and the solvent was then evaporated under reduced pressure to obtain (4aRS,9bRS)-1-isopropyl-4a-m...